describe an organic reaction: reactants, conditions, products, and yield From a dataset of the Open Reaction Database (ORD), a public repository of structured organic reaction records. RXN SMILES: [CH3:37][N:38]([CH3:39])[CH:40]=[O:41].[N+:12](=[O:13])([O-:14])[c:15]1[c:16]([C:17](=[O:18])[Cl:19])[cH:20][c:21]([O:24][c:25]2[c:26]([Cl:35])[cH:27][c:28]([C:31]([F:32])([F:33])[F:34])[cH:29][cH:30]2)[cH:22][cH:23]1.[O:1]=[C:2]1[NH:3][C:4](=[O:5])[c:6]2[cH:7][cH:8][cH:9][cH:10][c:11]21.[OH2:36]>>[O:1]=[C:2]1[N:3]([C:17]([c:16]2[c:15]([N+:12](=[O:13])[O-:14])[cH:23][cH:22][c:21]([O:24][c:25]3[c:26]([Cl:35])[cH:27][c:28]([C:31]([F:32])([F:33])[F:34])[cH:29][cH:30]3)[cH:20]2)=[O:18])[C:4](=[O:5])[c:6]2[cH:7][cH:8][cH:9][cH:10][c:11]21. Product: O=C1c2ccccc2C(=O)N1C(=O)c1cc(Oc2ccc(C(F)(F)F)cc2Cl)ccc1[N+](=O)[O-]. Starting materials: CN(C)C=O, O=C(Cl)c1cc(Oc2ccc(C(F)(F)F)cc2Cl)ccc1[N+](=O)[O-], O=C1NC(=O)c2ccccc21, O. Reactants: CO, COC(=O)COc1cc2c(c(Cl)c1Cl)C1=CC(=O)CCC1(C(C)C)C2, CC(C)C1Cc2cc(OCC(=O)O)c(Cl)c(Cl)c2C1=O, [Na+], [OH-]. Yields the product CC(C)C12CCC(=O)C=C1c1c(cc(OCC(=O)O)c(Cl)c1Cl)C2. RXN SMILES: [CH3:48][OH:49].[Cl:1][c:2]1[c:3]2[c:11]([cH:12][c:13]([O:16][CH2:17][C:18](=[O:19])[O:20][CH3:21])[c:14]1[Cl:15])[CH2:10][C:9]1([CH:22]([CH3:23])[CH3:24])[C:4]2=[CH:5][C:6](=[O:25])[CH2:7][CH2:8]1.[Cl:28][c:29]1[c:30]([Cl:31])[c:32]2[c:33]([cH:41][c:42]1[O:43][CH2:44][C:45]([OH:46])=[O:47])[CH2:34][CH:35]([CH:36]([CH3:37])[CH3:38])[C:39]2=[O:40].[Na+:27].[OH-:26]>>[Cl:1][c:2]1[c:3]2[c:11]([cH:12][c:13]([O:16][CH2:17][C:18](=[O:19])[OH:20])[c:14]1[Cl:15])[CH2:10][C:9]1([CH:22]([CH3:23])[CH3:24])[C:4]2=[CH:5][C:6](=[O:25])[CH2:7][CH2:8]1. Starting materials: CCOC(=O)C1CN(C(=O)c2ccccc2)CC1c1ccc(NC(=O)Cc2ccc(NC(=O)Nc3ccccc3C)c(OC)c2)cc1, CCO, [Na+], [OH-]. The product is COc1cc(CC(=O)Nc2ccc(C3CN(C(=O)c4ccccc4)CC3C(=O)O)cc2)ccc1NC(=O)Nc1ccccc1C. As a reaction SMILES: [CH2:1]([CH3:2])[O:3][C:4](=[O:5])[CH:6]1[CH2:7][N:8]([C:40]([c:41]2[cH:42][cH:43][cH:44][cH:45][cH:46]2)=[O:47])[CH2:9][CH:10]1[c:11]1[cH:12][cH:13][c:14]([NH:17][C:18]([CH2:19][c:20]2[cH:21][c:22]([O:37][CH3:38])[c:23]([NH:26][C:27](=[O:28])[NH:29][c:30]3[c:31]([CH3:36])[cH:32][cH:33][cH:34][cH:35]3)[cH:24][cH:25]2)=[O:39])[cH:15][cH:16]1.[CH3:50][CH2:51][OH:52].[Na+:49].[OH-:48]>>[O:3]=[C:4]([OH:5])[CH:6]1[CH2:7][N:8]([C:40]([c:41]2[cH:42][cH:43][cH:44][cH:45][cH:46]2)=[O:47])[CH2:9][CH:10]1[c:11]1[cH:12][cH:13][c:14]([NH:17][C:18]([CH2:19][c:20]2[cH:21][c:22]([O:37][CH3:38])[c:23]([NH:26][C:27](=[O:28])[NH:29][c:30]3[c:31]([CH3:36])[cH:32][cH:33][cH:34][cH:35]3)[cH:24][cH:25]2)=[O:39])[cH:15][cH:16]1.